This data is from the Open Reaction Database (ORD), a public repository of structured organic reaction records. The task is: describe an organic reaction: reactants, conditions, products, and yield Reactants: C1=CCCCC1, COc1ccc([N+](=O)[O-])c(N2CCOCC2)n1, CCO. The product is COc1ccc(N)c(N2CCOCC2)n1. As a reaction SMILES: [CH2:18]1[CH2:19][CH:20]=[CH:21][CH2:22][CH2:23]1.[CH3:1][O:2][c:3]1[cH:4][cH:5][c:6]([N+:15]([O-:16])=[O:17])[c:7]([N:9]2[CH2:10][CH2:11][O:12][CH2:13][CH2:14]2)[n:8]1.[CH3:24][CH2:25][OH:26]>>[CH3:1][O:2][c:3]1[cH:4][cH:5][c:6]([NH2:15])[c:7]([N:9]2[CH2:10][CH2:11][O:12][CH2:13][CH2:14]2)[n:8]1. As a reaction SMILES: [C:1](#[N:2])[c:3]1[n:4][c:5]2[n:6]([cH:20]1)[CH2:7][CH2:8][O:9][c:10]1[c:11]-2[cH:12][c:13]([C:16](=[O:17])[O:18][CH3:19])[cH:14][cH:15]1.[C:21]([O-:22])(=[O:23])[O-:24].[CH3:29][S:30](=[O:31])[CH3:32].[K+:25].[K+:26].[OH2:33].[OH:27][OH:28]>>[C:1]([NH2:2])([c:3]1[n:4][c:5]2[n:6]([cH:20]1)[CH2:7][CH2:8][O:9][c:10]1[c:11]-2[cH:12][c:13]([C:16](=[O:17])[O:18][CH3:19])[cH:14][cH:15]1)=[O:22]. The product is COC(=O)c1ccc2c(c1)-c1nc(C(N)=O)cn1CCO2. Starting materials: COC(=O)c1ccc2c(c1)-c1nc(C#N)cn1CCO2, O=C([O-])[O-], CS(C)=O, [K+], [K+], O, OO. The reactants are ice water, [C-]#N.[K+] (potassium cyanide), COC=1C(=C2C(=CNC2=CC1)CN(C)C)C ((5-methoxy-4-methyl-1H-indol-3-ylmethyl)dimethylamine). Solvent: O (water), CN(C=O)C (N,N-dimethylformamide). Product: COC=1C(=C2C(=CNC2=CC1)CC#N)C ((5-methoxy-4-methyl-1H-indol-3-yl)-acetonitrile). Yield: 87.2%. As a reaction SMILES: [C-:1]#[N:2].[K+].[CH3:4][O:5][C:6]1[C:7]([CH3:19])=[C:8]2[C:12](=[CH:13][CH:14]=1)[NH:11][CH:10]=[C:9]2[CH2:15]N(C)C>O.CN(C)C=O>[CH3:4][O:5][C:6]1[C:7]([CH3:19])=[C:8]2[C:12](=[CH:13][CH:14]=1)[NH:11][CH:10]=[C:9]2[CH2:15][C:1]#[N:2] |f:0.1|. Procedure details: To a solution of potassium cyanide (0.74 g) in 20 mL water was added a solution of (5-methoxy-4-methyl-1H-indol-3-ylmethyl)dimethylamine (0.5 g) in 20 mL of N,N-dimethylformamide. The solution was heated to reflux for 40 min, cooled to rt, and 40 mL of ice water was added. The aqueous layer was extracted with three portions of toluene, and the combined toluene layers were washed with water and brine. The solvent was removed in vacuo and the product purified by column chromatography dichlorometha...